Dataset: the Open Reaction Database (ORD), a public repository of structured organic reaction records. Task: describe an organic reaction: reactants, conditions, products, and yield Reactants: O=C(OCc1ccccc1)N1CC(O)C1, CS(C)=O, CC(C)(C)[O-], Clc1nccnc1Cl, [Na+], O. Product: O=C(OCc1ccccc1)N1CC(Oc2nccnc2Cl)C1. RXN SMILES: [CH2:1]([c:2]1[cH:3][cH:4][cH:5][cH:6][cH:7]1)[O:8][C:9](=[O:10])[N:11]1[CH2:12][CH:13]([OH:15])[CH2:14]1.[CH3:24][S:25]([CH3:26])=[O:27].[CH3:28][C:29]([CH3:30])([O-:31])[CH3:32].[Cl:16][c:17]1[n:18][cH:19][cH:20][n:21][c:22]1[Cl:23].[Na+:33].[OH2:34]>>[CH2:1]([c:2]1[cH:3][cH:4][cH:5][cH:6][cH:7]1)[O:8][C:9](=[O:10])[N:11]1[CH2:12][CH:13]([O:15][c:22]2[c:17]([Cl:16])[n:18][cH:19][cH:20][n:21]2)[CH2:14]1. Yield: 75.0%. Reactants: COC1CSC=C1C(=O)N (3-methoxy-dihydrothiophene-4-carboxylic acid amide), S(=O)(=O)(Cl)Cl (sulfuryl chloride). Procedure details: 1.59 Parts of 3-methoxy-dihydrothiophene-4-carboxylic acid amide are reacted with 0.88 part by volume of sulfuryl chloride in 25 parts by volume of carbon tetrachloride in the course of 2 hours at 0° C. The end product is isolated from the reaction mixture by the method described in Example 1c. 1.17 parts (75% of theory) of 3-methoxythiophene-4-carboxylic acid amide are obtained. The product is COC1=CSC=C1C(=O)N (3-methoxythiophene-4-carboxylic acid amide). The solvent is C(Cl)(Cl)(Cl)Cl (carbon tetrachloride). Reaction SMILES: [CH3:1][O:2][CH:3]1[C:7]([C:8]([NH2:10])=[O:9])=[CH:6][S:5][CH2:4]1.S(Cl)(Cl)(=O)=O>C(Cl)(Cl)(Cl)Cl>[CH3:1][O:2][C:3]1[C:7]([C:8]([NH2:10])=[O:9])=[CH:6][S:5][CH:4]=1. Reactants: FC(S(=O)(=O)O)(F)F (trifluoromethane sulphonic acid), [OH-].[Na+] (NaOH), CN(C1(CC(C(CC1)=O)C)C1=CC=CC=C1)C ((±)-4-dimethylamino-2-methyl-4-phenylcyclohexanone), C=1C=CC2=C(C1)C(=CN2)CCO (tryptophol). Solvent: O (H2O), C(Cl)Cl (DCM), C(C)O (ethanol). Reaction conditions: time 20 hour. Product: CN(C1(CC(C2(OCCC3=C2NC2=CC=CC=C32)CC1)C)C1=CC=CC=C1)C (N,N,2-trimethyl-4-phenyl-4′,9′-dihydro-3′H-spiro[cyclohexane-1,1′-pyrano[3,4-b]indole]-4-amine). As a reaction SMILES: [CH3:1][N:2]([CH3:17])[C:3]1([C:11]2[CH:16]=[CH:15][CH:14]=[CH:13][CH:12]=2)[CH2:8][CH2:7][C:6](=[O:9])[CH:5]([CH3:10])[CH2:4]1.[CH:18]1[CH:19]=[CH:20][C:21]2[NH:26][CH:25]=[C:24]([CH2:27][CH2:28]O)[C:22]=2[CH:23]=1.FC(F)(F)S(O)(=O)=O.[OH-].[Na+]>C(Cl)Cl.C(O)C.O>[CH3:17][N:2]([CH3:1])[C:3]1([C:11]2[CH:12]=[CH:13][CH:14]=[CH:15][CH:16]=2)[CH2:8][CH2:7][C:6]2([C:25]3[NH:26][C:21]4[C:22]([C:24]=3[CH2:27][CH2:28][O:9]2)=[CH:23][CH:18]=[CH:19][CH:20]=4)[CH:5]([CH3:10])[CH2:4]1 |f:3.4|. Reported procedure: (±)-4-dimethylamino-2-methyl-4-phenylcyclohexanone (461 mg, 2 mmol) together with tryptophol (322 mg, 2 mmol) was dissolved in DCM (100 ml) and mixed with trifluoromethane sulphonic acid (0.19 ml, 2.14 mmol). The mixture was stirred at RT for 20 h. The reaction mixture was mixed with 2N NaOH (2 ml) and H2O (2 ml) and stirred for 20 min. The organic residue was firstly washed with 2N NaOH (5 ml), then with H2O (5 ml) and dried over Na2SO4. The solvent was then removed in vacuum. The semisolid res... Reactants: BrC=1C(=NC(=NC1)NC1=CC(=CC=C1)SC)NC1CC1 (5-bromo-N4-cyclopropyl-N2-(3-methylsulphanylphenyl)pyrimidine-2,4-diamine), CC1=CC=C(C=C1)S(=O)(=O)[N-]Cl.O.O.O.[Na+] (chloramine-T trihydrate), C(C)#N (acetonitrile). Yields the product BrC=1C(=NC(=NC1)NC=1C=C(C=CC1)S(=NS(=O)(=O)C1=C(C=CC=C1)C)C)NC1CC1 ((RS)—S-(3-{[5-Bromo-4-(cyclopropylamino)pyrimidin-2-yl]amino}phenyl)-S-methyl-N-(tolylsulphonyl)sulphimide). Reaction SMILES: [Br:1][C:2]1[C:3]([NH:17][CH:18]2[CH2:20][CH2:19]2)=[N:4][C:5]([NH:8][C:9]2[CH:14]=[CH:13][CH:12]=[C:11]([S:15][CH3:16])[CH:10]=2)=[N:6][CH:7]=1.C[C:22]1[CH:27]=[CH:26][C:25]([S:28]([N-:31]Cl)(=[O:30])=[O:29])=[CH:24][CH:23]=1.O.O.O.[Na+].[C:37](#N)C>>[Br:1][C:2]1[C:3]([NH:17][CH:18]2[CH2:19][CH2:20]2)=[N:4][C:5]([NH:8][C:9]2[CH:10]=[C:11]([S:15]([CH3:16])=[N:31][S:28]([C:25]3[CH:24]=[CH:23][CH:22]=[CH:27][C:26]=3[CH3:37])(=[O:29])=[O:30])[CH:12]=[CH:13][CH:14]=2)=[N:6][CH:7]=1 |f:1.2.3.4.5|. Procedure: In analogy to Example 1, 0.19 g (0.54 mmol) of 5-bromo-N4-cyclopropyl-N2-(3-methylsulphanylphenyl)pyrimidine-2,4-diamine is reacted with 0.168 g (0.59 mmol) of chloramine-T trihydrate in 5.0 ml of acetonitrile (24 hours). Purification by chromatography (silica gel, ethyl acetate/hexane with ethyl acetate 0-100%, then ethyl acetate/methanol with methanol 5-10%) results in 0.13 g (47% of theory) of the product. Starting materials: CCNC(=O)c1ccc(-n2nnc(C(=O)NC3CC3)c2CNCc2nccn2C(c2ccccc2)(c2ccccc2)c2ccccc2)cc1, O=C(O)C(F)(F)F. The product is CCNC(=O)c1ccc(-n2nnc(C(=O)NC3CC3)c2CNCc2ncc[nH]2)cc1. As a reaction SMILES: [CH:8]1([NH:11][C:12](=[O:13])[c:14]2[n:15][n:16][n:17](-[c:46]3[cH:47][cH:48][c:49]([C:52](=[O:53])[NH:54][CH2:55][CH3:56])[cH:50][cH:51]3)[c:18]2[CH2:19][NH:20][CH2:21][c:22]2[n:23]([C:27]([c:28]3[cH:29][cH:30][cH:31][cH:32][cH:33]3)([c:34]3[cH:35][cH:36][cH:37][cH:38][cH:39]3)[c:40]3[cH:41][cH:42][cH:43][cH:44][cH:45]3)[cH:24][cH:25][n:26]2)[CH2:9][CH2:10]1.[OH:1][C:2]([C:3]([F:4])([F:5])[F:6])=[O:7]>>[CH:8]1([NH:11][C:12](=[O:13])[c:14]2[n:15][n:16][n:17](-[c:46]3[cH:47][cH:48][c:49]([C:52](=[O:53])[NH:54][CH2:55][CH3:56])[cH:50][cH:51]3)[c:18]2[CH2:19][NH:20][CH2:21][c:22]2[n:23][cH:24][cH:25][nH:26]2)[CH2:9][CH2:10]1. Reactants: OCC1(CC1)CC#N ([1-(hydroxymethyl)cyclopropyl]acetonitrile), C(C)O (ethanol), [OH-].[K+] (KOH), C(C)O (ethanol). Run at temperature 100 celsius, time 18 hour. Yields the product OCC1(CC1)CC(=O)OC (Methyl [1-(hydroxymethyl)cyclopropyl]acetate). Reaction SMILES: [OH:1][CH2:2][C:3]1([CH2:6][C:7]#N)[CH2:5][CH2:4]1.[OH-:9].[K+].[CH2:11]([OH:13])C>>[OH:1][CH2:2][C:3]1([CH2:6][C:7]([O:13][CH3:11])=[O:9])[CH2:5][CH2:4]1 |f:1.2|. Procedure details: To a solution of [1-(hydroxymethyl)cyclopropyl]acetonitrile (1 eq.) (prepared according to the procedure described in WO2005/105749 Example 2/Step 4) in ethanol (0.1 M) was added 8 N aqueous KOH solution (18 eq.). The reaction was heated to 100° C. and stirred for 18 h. After cooling to rt temperature, ethanol was removed in vacuo. The resulting aqueous solution was diluted with EtOAc and cooled in ice water bath. Concentrated HCl was added slowly with stirring over 15 min, keeping the temperatu... Reactants: N[C@@H]1CC[C@H](CC1)N (trans-1,4-diaminocyclohexane), ClC1=NC(=C2N=CNC2=N1)NC1=CC=C(C(=O)N)C=C1 (4-[(2-chloro-9H-purin-6-yl)amino]benzamide). The product is N[C@@H]1CC[C@H](CC1)NC1=NC(=C2N=CNC2=N1)NC1=CC=C(C(=O)N)C=C1 (Trans-4-[[2-[(4-aminocyclohexyl)amino]-9H-purin-6-yl]amino]benzamide). Yield: 40.1%. As a reaction SMILES: [NH2:1][C@H:2]1[CH2:7][CH2:6][C@H:5]([NH2:8])[CH2:4][CH2:3]1.Cl[C:10]1[N:18]=[C:17]2[C:13]([N:14]=[CH:15][NH:16]2)=[C:12]([NH:19][C:20]2[CH:28]=[CH:27][C:23]([C:24]([NH2:26])=[O:25])=[CH:22][CH:21]=2)[N:11]=1>>[NH2:1][C@H:2]1[CH2:7][CH2:6][C@H:5]([NH:8][C:10]2[N:18]=[C:17]3[C:13]([N:14]=[CH:15][NH:16]3)=[C:12]([NH:19][C:20]3[CH:21]=[CH:22][C:23]([C:24]([NH2:26])=[O:25])=[CH:27][CH:28]=3)[N:11]=2)[CH2:4][CH2:3]1. Procedure: 800 mg of trans-1,4-diaminocyclohexane are heated to its melting point (70° C.) and 289 mg of the product obtained in stage 1 above are added. 147 mg of the expected product are thus obtained. The reactants are CC(C)=CC(=O)Cl, ClCCCl, Cc1ccc2c(c1)NC(=O)C(NC(=O)OC(C)(C)C)CN2, O, c1ccncc1. The product is CC(C)=CC(=O)N1CC(NC(=O)OC(C)(C)C)C(=O)Nc2cc(C)ccc21. As a reaction SMILES: [CH3:22][C:23](=[CH:24][C:25](=[O:26])[Cl:27])[CH3:28].[Cl:36][CH2:37][CH2:38][Cl:39].[O:1]=[C:2]1[CH:3]([NH:14][C:15](=[O:16])[O:17][C:18]([CH3:19])([CH3:20])[CH3:21])[CH2:4][NH:5][c:6]2[c:7]([cH:9][c:10]([CH3:13])[cH:11][cH:12]2)[NH:8]1.[OH2:35].[cH:29]1[cH:30][cH:31][n:32][cH:33][cH:34]1>>[O:1]=[C:2]1[CH:3]([NH:14][C:15](=[O:16])[O:17][C:18]([CH3:19])([CH3:20])[CH3:21])[CH2:4][N:5]([C:25]([CH:24]=[C:23]([CH3:22])[CH3:28])=[O:26])[c:6]2[c:7]([cH:9][c:10]([CH3:13])[cH:11][cH:12]2)[NH:8]1.